Task: describe an organic reaction: reactants, conditions, products, and yield. Dataset: the Open Reaction Database (ORD), a public repository of structured organic reaction records Reactants: Bis(dibenzylidineacetone)palladium, (2′-dicyclohexyl phosphanyl-biphenyl-2-yl)-dimethylamine, CC(C)([O-])C.[K+] (Potassium tert-butoxide), Cl.FC1=CC=C2CCNCC2=C1 (7-fluoro-1,2,3,4-tetrahydroisoquinoline hydrochloride), BrC1=CC(=C(C(=C1)C(F)(F)F)NC(CC(C)(C)C)=O)Cl (N-(4-bromo-2-chloro-6-(trifluoromethyl)phenyl)-3,3-dimethylbutanamide). Solvent: C1(=CC=CC=C1)C (toluene). Run at time 15 minute. Product: ClC1=C(C(=CC(=C1)N1CC2=CC(=CC=C2CC1)F)C(F)(F)F)NC(CC(C)(C)C)=O (N-[2-Chloro-4-(7-fluoro-3,4-dihydro-1H-isoquinolin-2-yl)-6-trifluoromethyl-phenyl]-3,3-dimethylbutanamide). RXN SMILES: CC(C)([O-])C.[K+].Cl.[F:8][C:9]1[CH:18]=[C:17]2[C:12]([CH2:13][CH2:14][NH:15][CH2:16]2)=[CH:11][CH:10]=1.Br[C:20]1[CH:25]=[C:24]([C:26]([F:29])([F:28])[F:27])[C:23]([NH:30][C:31](=[O:37])[CH2:32][C:33]([CH3:36])([CH3:35])[CH3:34])=[C:22]([Cl:38])[CH:21]=1>C1(C)C=CC=CC=1>[Cl:38][C:22]1[CH:21]=[C:20]([N:15]2[CH2:14][CH2:13][C:12]3[C:17](=[CH:18][C:9]([F:8])=[CH:10][CH:11]=3)[CH2:16]2)[CH:25]=[C:24]([C:26]([F:29])([F:28])[F:27])[C:23]=1[NH:30][C:31](=[O:37])[CH2:32][C:33]([CH3:35])([CH3:34])[CH3:36] |f:0.1,2.3|. Procedure: Bis(dibenzylidineacetone)palladium (2 mg, 0.0035 mmol) and (2′-dicyclohexyl phosphanyl-biphenyl-2-yl)-dimethylamine (3.3 mg, 0.0084 mmol) were added to dry toluene (10 mL purged with argon) and stirred for 15 minutes under argon. Potassium tert-butoxide (151 mg, 1.35 mmol), 7-fluoro-1,2,3,4-tetrahydroisoquinoline hydrochloride (122 mg, 0.65 mmol) and N-(4-bromo-2-chloro-6-(trifluoromethyl)phenyl)-3,3-dimethylbutanamide (200 mg, 0.54 mmol) were then added, and the reaction mixture was stirred at ...